Dataset: the Open Reaction Database (ORD), a public repository of structured organic reaction records. Task: describe an organic reaction: reactants, conditions, products, and yield Starting materials: N1(CCCC1)CCCOC1=CC=C(C=C1)C1(CCCCC1)C(=O)O (1-[4-(3-pyrrolidin-1-ylpropoxy)phenyl]cyclohexanecarboxylic acid), N1CCNCC1 (piperazine). The product is N1(CCCC1)CCCOC1=CC=C(C=C1)C1(CCCCC1)C(=O)N1CCNCC1 (1-({1-[4-(3-pyrrolidin-1-ylpropoxy)phenyl]cyclohexyl}carbonyl)piperazine). Yield: 19.0%. RXN SMILES: [N:1]1([CH2:6][CH2:7][CH2:8][O:9][C:10]2[CH:15]=[CH:14][C:13]([C:16]3([C:22](O)=[O:23])[CH2:21][CH2:20][CH2:19][CH2:18][CH2:17]3)=[CH:12][CH:11]=2)[CH2:5][CH2:4][CH2:3][CH2:2]1.[NH:25]1[CH2:30][CH2:29][NH:28][CH2:27][CH2:26]1>>[N:1]1([CH2:6][CH2:7][CH2:8][O:9][C:10]2[CH:15]=[CH:14][C:13]([C:16]3([C:22]([N:25]4[CH2:30][CH2:29][NH:28][CH2:27][CH2:26]4)=[O:23])[CH2:17][CH2:18][CH2:19][CH2:20][CH2:21]3)=[CH:12][CH:11]=2)[CH2:2][CH2:3][CH2:4][CH2:5]1. Reported procedure: The title compound (351 mg, 19%) was prepared using 1-[4-(3-pyrrolidin-1-ylpropoxy)phenyl]cyclohexanecarboxylic acid and piperazine similarly to the procedure used for example 149. LRMS APCI+ m/z 400 [MH]+.